This data is from the Open Reaction Database (ORD), a public repository of structured organic reaction records. The task is: describe an organic reaction: reactants, conditions, products, and yield Reactants: C#CC(CC(=O)OCC)N(C(C)=O)N1C(=O)C(NC(=O)OC(C)(C)C)CC1C, CCOC(C)=O, Cl. The product is C#CC(CC(=O)OCC)N(C(C)=O)N1C(=O)C(N)CC1C, Cl. As a reaction SMILES: [CH2:1]([CH3:2])[O:3][C:4]([CH2:5][CH:6]([N:7]([C:8]([CH3:9])=[O:10])[N:11]1[C:12](=[O:25])[CH:13]([NH:17][C:18]([O:19][C:20]([CH3:21])([CH3:22])[CH3:23])=[O:24])[CH2:14][CH:15]1[CH3:16])[C:26]#[CH:27])=[O:28].[CH3:30][CH2:31][O:32][C:33]([CH3:34])=[O:35].[ClH:29]>>[CH2:1]([CH3:2])[O:3][C:4]([CH2:5][CH:6]([N:7]([C:8]([CH3:9])=[O:10])[N:11]1[C:12](=[O:25])[CH:13]([NH2:17])[CH2:14][CH:15]1[CH3:16])[C:26]#[CH:27])=[O:28].[ClH:29]. The reactants are C1CCNCC1, Cc1cc(C)c(C=O)[nH]1, CCO, O=C1Cc2cc(CN3CCOC3=O)ccc2N1. Product: Cc1cc(C)c(C=C2C(=O)Nc3ccc(CN4CCOC4=O)cc32)[nH]1. As a reaction SMILES: [CH2:27]1[CH2:28][CH2:29][NH:30][CH2:31][CH2:32]1.[CH3:18][c:19]1[c:20]([CH:25]=[O:26])[nH:21][c:22]([CH3:24])[cH:23]1.[CH3:33][CH2:34][OH:35].[O:1]=[C:2]1[O:3][CH2:4][CH2:5][N:6]1[CH2:7][c:8]1[cH:9][c:10]2[c:14]([cH:15][cH:16]1)[NH:13][C:12](=[O:17])[CH2:11]2>>[O:1]=[C:2]1[O:3][CH2:4][CH2:5][N:6]1[CH2:7][c:8]1[cH:9][c:10]2[c:14]([cH:15][cH:16]1)[NH:13][C:12](=[O:17])[C:11]2=[CH:25][c:20]1[c:19]([CH3:18])[cH:23][c:22]([CH3:24])[nH:21]1. Starting materials: anhydride, CN1CCOCC1 (N-methylmorpholine), C(C(C)C)OC(=O)Cl (isobutylchloroformate), NCC(=O)N[C@@H](CC1=CC=CC=C1)C(=O)C1C2(CC3CC(CC1(C3)N)C2)C(=O)OC (methyl glycyl-L-phenylalanyl-3-amino-1-adamantanecarboxylate), C(=O)(OC(C)(C)C)N[C@@H](CC1=CC=C(C=C1)O)C(=O)N[C@H](CCCC)C(=O)O (Boc-L-tyrosyl-D-norleucine). The solvent is O1CCCC1 (tetrahydrofuran), C(C)(=O)OCC (ethyl acetate). Reaction conditions: time 2 hour. Yields the product C(=O)(OC(C)(C)C)N[C@@H](CC1=CC=C(C=C1)O)C(=O)N[C@H](CCCC)C(=O)NCC(=O)N[C@@H](CC1=CC=CC=C1)C(=O)C1C2(CC3CC(CC1(C3)N)C2)C(=O)OC (methyl Boc-L-tyrosyl-D-norleucyl-glycyl-L-phenylalanyl-3-amino-1-adamantanecarboxylate). RXN SMILES: [C:1]([NH:8][C@H:9]([C:18]([NH:20][C@@H:21]([C:26](O)=[O:27])[CH2:22][CH2:23][CH2:24][CH3:25])=[O:19])[CH2:10][C:11]1[CH:16]=[CH:15][C:14]([OH:17])=[CH:13][CH:12]=1)([O:3][C:4]([CH3:7])([CH3:6])[CH3:5])=[O:2].CN1CCOCC1.C(OC(Cl)=O)C(C)C.[NH2:44][CH2:45][C:46]([NH:48][C@H:49]([C:57]([CH:59]1[C:66]2([NH2:68])[CH2:67][CH:62]3[CH2:63][CH:64]([CH2:69][C:60]1([C:70]([O:72][CH3:73])=[O:71])[CH2:61]3)[CH2:65]2)=[O:58])[CH2:50][C:51]1[CH:56]=[CH:55][CH:54]=[CH:53][CH:52]=1)=[O:47]>O1CCCC1.C(OCC)(=O)C>[C:1]([NH:8][C@H:9]([C:18]([NH:20][C@@H:21]([C:26]([NH:44][CH2:45][C:46]([NH:48][C@H:49]([C:57]([CH:59]1[C:66]2([NH2:68])[CH2:67][CH:62]3[CH2:63][CH:64]([CH2:69][C:60]1([C:70]([O:72][CH3:73])=[O:71])[CH2:61]3)[CH2:65]2)=[O:58])[CH2:50][C:51]1[CH:52]=[CH:53][CH:54]=[CH:55][CH:56]=1)=[O:47])=[O:27])[CH2:22][CH2:23][CH2:24][CH3:25])=[O:19])[CH2:10][C:11]1[CH:12]=[CH:13][C:14]([OH:17])=[CH:15][CH:16]=1)([O:3][C:4]([CH3:7])([CH3:5])[CH3:6])=[O:2]. Procedure details: To a solution of 13.7 g of thionyl chloride in 100 ml of methanol at -20° C. is added 5 g of D-norleucine (Nle) with stirring. The reaction mixture is allowed to stand for 16 hours at room temperature. The methanol is removed under reduced pressure and the residue is shaken with diethyl ether to give a crystalline product, methyl D-norleucinate hydrochloride which is represented by the folowing formula ##STR53## A solution of 12.4 g of Boc-L-tyrosine in 100 ml of dimethylformamide is cooled to -... Reactants: NC1=C(C=C(C(=C1)C(F)(F)F)F)S(=O)(=O)N (2-amino-4-trifluoromethyl-5-fluoro-benzene sulfonamide), C(C1=CC=CC=C1)(=O)Cl (benzoyl chloride). Solvent: C1=CC=CC=C1 (benzene). Conditions: time 8 hour. Yields the product C(C1=CC=CC=C1)(=O)NC1=C(C=C(C(=C1)C(F)(F)F)F)S(=O)(=O)N (2-benzoylamino-4-trifluoromethyl-5-fluoro-benzene sulfonamide). Yield: 91.0%. As a reaction SMILES: [NH2:1][C:2]1[CH:7]=[C:6]([C:8]([F:11])([F:10])[F:9])[C:5]([F:12])=[CH:4][C:3]=1[S:13]([NH2:16])(=[O:15])=[O:14].[C:17](Cl)(=[O:24])[C:18]1[CH:23]=[CH:22][CH:21]=[CH:20][CH:19]=1>C1C=CC=CC=1>[C:17]([NH:1][C:2]1[CH:7]=[C:6]([C:8]([F:9])([F:11])[F:10])[C:5]([F:12])=[CH:4][C:3]=1[S:13]([NH2:16])(=[O:14])=[O:15])(=[O:24])[C:18]1[CH:23]=[CH:22][CH:21]=[CH:20][CH:19]=1. Procedure details: 6.5 g 2-amino-4-trifluoromethyl-5-fluoro-benzene sulfonamide are suspended in 150 ml dry benzene. 2.6 g benzoyl chloride are added to the vigorously stirred suspension, after which the reaction mixture is gently refluxed during 4 hours. The reaction mixture is then left aside overnight. The resulting white solid is then suction filtered and recrystallized from aqueous ethanol, to give 6.1 g 2-benzoylamino-4-trifluoromethyl-5-fluoro-benzene sulfonamide, m.p.= 223° C. Reactants: C(C1=CC=CC=C1)N1CCN(CC1)C(N)=N (4-benzylpiperazine-1-carboximidamide), ClC(Cl)(Cl)S (perchloromethyl mercaptan), [OH-].[Na+] (sodium hydroxide). Run in C(Cl)Cl (methylene chloride), O (water), O (water). The product is C(C1=CC=CC=C1)N1CCN(CC1)C1=NSC(=N1)Cl (1-Benzyl-4-(5-chloro-1,2,4-thiadiazol-3-yl)piperazine). Isolated yield 29.6%. Reaction SMILES: [CH2:1]([N:8]1[CH2:13][CH2:12][N:11]([C:14](=[NH:16])[NH2:15])[CH2:10][CH2:9]1)[C:2]1[CH:7]=[CH:6][CH:5]=[CH:4][CH:3]=1.[Cl:17][C:18]([SH:21])(Cl)Cl.[OH-].[Na+]>C(Cl)Cl.O>[CH2:1]([N:8]1[CH2:9][CH2:10][N:11]([C:14]2[N:15]=[C:18]([Cl:17])[S:21][N:16]=2)[CH2:12][CH2:13]1)[C:2]1[CH:3]=[CH:4][CH:5]=[CH:6][CH:7]=1 |f:2.3|. Reported procedure: To a solution of 4-benzylpiperazine-1-carboximidamide (2.50 g, 11.5 mmol) and perchloromethyl mercaptan (1.24 ml, mmol) in methylene chloride (12 ml) was added dropwise a solution of sodium hydroxide (1.84 g, 46.0 mmol) in water (5 ml) under ice-cooling. The mixture was stirred under ice-cooling for 1 hour and at room temperature for 1 hour. The reaction mixture was poured to water, and the organic layer was separated and dried over anhydrous magnesium sulfate. The solvent was distilled off unde... Reactants: N#CCc1ccc(Br)cc1F, Cc1cc(Cl)c(OCCOc2ccc(CI)cc2)c(Cl)c1. Yields the product Cc1cc(Cl)c(OCCOc2ccc(CC(C#N)c3ccc(Br)cc3F)cc2)c(Cl)c1. Reaction SMILES: [Br:1][c:2]1[cH:3][c:4]([F:11])[c:5]([CH2:8][C:9]#[N:10])[cH:6][cH:7]1.[Cl:12][c:13]1[c:14]([O:21][CH2:22][CH2:23][O:24][c:25]2[cH:26][cH:27][c:28]([CH2:31][I:32])[cH:29][cH:30]2)[c:15]([Cl:20])[cH:16][c:17]([CH3:19])[cH:18]1>>[Br:1][c:2]1[cH:3][c:4]([F:11])[c:5]([CH:8]([C:9]#[N:10])[CH2:31][c:28]2[cH:27][cH:26][c:25]([O:24][CH2:23][CH2:22][O:21][c:14]3[c:13]([Cl:12])[cH:18][c:17]([CH3:19])[cH:16][c:15]3[Cl:20])[cH:30][cH:29]2)[cH:6][cH:7]1. The reactants are BrC1=CC=C(C=C1)S(=O)(=O)Cl (4-Bromobenzene sulfonyl chloride), C(C)N (ethylamine). Run at time 16 hour. The product is BrC1=CC=C(C=C1)S(=O)(=O)NCC (4-bromo-N-ethylbenzenesulfonamide). Yield: 26.7%. RXN SMILES: [Br:1][C:2]1[CH:7]=[CH:6][C:5]([S:8](Cl)(=[O:10])=[O:9])=[CH:4][CH:3]=1.[CH2:12]([NH2:14])[CH3:13]>>[Br:1][C:2]1[CH:7]=[CH:6][C:5]([S:8]([NH:14][CH2:12][CH3:13])(=[O:10])=[O:9])=[CH:4][CH:3]=1. Reported procedure: Following general procedure A, 4-Bromobenzene sulfonyl chloride (0.40 g, 1.56 mmol) and ethylamine (5 mL, [2.0M], 10 mmol) were stirred together for 16 hours. 4-bromo-N-ethylbenzenesulfonamide (0.11 g) was provided after purification. MS (ESI) m/z 264. HPLC purity 100.0% at 210-370 nm, 8.1 min.; the Xterra® RP18 column, 3.5μ, 150×4.6 mm column, 1.2 mL/min., 85/15-5/95 (ammonium formate buffer pH=3.5/ACN+MeOH) for 10 min., hold 4 min. The reactants are ice water, CS(=O)(=O)O (CH3SO2OH), O=P12OP3(=O)OP(=O)(O1)OP(=O)(O2)O3 (P2O5), ClC1=CC=C(C(=O)C2=CC=C(C=C2)NC(CC(=O)O)=O)C=C1 (3-((4-(4-chlorobenzoyl)phenyl)amino)-3-oxopropanoic acid). The solvent is CC(=O)C (acetone). Conditions: temperature 80 celsius, time 90 minute. Yields the product ClC1=CC=C(C(=O)C=2C=C3C(=CC(NC3=CC2)=O)O)C=C1 (6-(4-chlorobenzoyl)-4-hydroxyquinolin-2(1H)-one). As a reaction SMILES: CS(O)(=O)=O.O=P12OP3(OP(OP(O3)(O1)=O)(=O)O2)=O.[Cl:20][C:21]1[CH:41]=[CH:40][C:24]([C:25]([C:27]2[CH:32]=[CH:31][C:30]([NH:33][C:34](=[O:39])[CH2:35][C:36]([OH:38])=O)=[CH:29][CH:28]=2)=[O:26])=[CH:23][CH:22]=1>CC(C)=O>[Cl:20][C:21]1[CH:22]=[CH:23][C:24]([C:25]([C:27]2[CH:28]=[C:29]3[C:30](=[CH:31][CH:32]=2)[NH:33][C:34](=[O:39])[CH:35]=[C:36]3[OH:38])=[O:26])=[CH:40][CH:41]=1. Procedure details: A 2-L 4-neck flask equipped with a thermocouple controller, a mechanical stirrer, and a nitrogen inlet/outlet adapter was charged with CH3SO2OH (236.0 mL, 3.60 mol), P2O5 (34.6 g, 241.1 mmol) was added and the mixture was vigorously stirred at 80° C. for 90 min. Solid 3-((4-(4-chlorobenzoyl)phenyl)amino)-3-oxopropanoic acid (111.0 g, 321.4 mmol) was added portionwise over 3 min at 80° C., and the resulting mixture was stirred at 80° C. for 2 h. The hot mixture was poured slowly into ice-water (5... Starting materials: [K] (potassium), SC=1NC2=C(N1)C=CC=C2 (2-mercaptobenzimidazole), BrCC1=NC=CC(=C1OC)OCCC (2-bromomethyl-3-methoxy-4-propoxypyridine). Run in CN(C=O)C (dimethylformamide), CN(C=O)C (dimethylformamide), C(Cl)(Cl)Cl (chloroform). Run at time 1 hour. The product is COC=1C(=NC=CC1OCCC)CSC=1NC2=C(N1)C=CC=C2 (2-[(3-methoxy-4-propoxypyrid-2-yl)methylthio]benzimidazole). Yield: 69.1%. RXN SMILES: [K].[SH:2][C:3]1[NH:4][C:5]2[CH:11]=[CH:10][CH:9]=[CH:8][C:6]=2[N:7]=1.Br[CH2:13][C:14]1[C:19]([O:20][CH3:21])=[C:18]([O:22][CH2:23][CH2:24][CH3:25])[CH:17]=[CH:16][N:15]=1>CN(C)C=O.C(Cl)(Cl)Cl>[CH3:21][O:20][C:19]1[C:14]([CH2:13][S:2][C:3]2[NH:4][C:5]3[CH:11]=[CH:10][CH:9]=[CH:8][C:6]=3[N:7]=2)=[N:15][CH:16]=[CH:17][C:18]=1[O:22][CH2:23][CH2:24][CH3:25] |^1:0|. Procedure details: To a solution of potassium salt of 2-mercaptobenzimidazole (0.4 g) in dimethylformamide (5 ml), was added dropwise a solution of 2-bromomethyl-3-methoxy-4-propoxypyridine (0.4 g) in dimethylformamide, and stirred at room temperature for 1 hour. The reaction mixture was diluted with chloroform (50 ml), washed with water, dried, and evaporated. The residue was purified by column chromatography on silica gel (chloroform-methanol (50:1)) to give 2-[(3-methoxy-4-propoxypyrid-2-yl)methylthio]benzimida... Reactants: FC(C(=O)NC1=C(C=CC=C1)OCC1=CC=CC=C1)(F)F (N-Trifluoroacetyl 2-Benzyloxyaniline), CI (methyl iodide), CC(=O)C (acetone), [OH-].[K+] (potassium hydroxide), [OH-].[K+] (KOH). The solvent is O (water), CO (methanol). Reaction conditions: temperature 59 celsius, time 2 minute. Yields the product CNC1=C(C=CC=C1)OCC1=CC=CC=C1 (N-Methyl-2-Benzyloxyaniline). Isolated yield 99.5%. Reaction SMILES: FC(F)(F)[C:3]([NH:5][C:6]1[CH:11]=[CH:10][CH:9]=[CH:8][C:7]=1[O:12][CH2:13][C:14]1[CH:19]=[CH:18][CH:17]=[CH:16][CH:15]=1)=O.CI.CC(C)=O.[OH-].[K+]>CO.O>[CH3:3][NH:5][C:6]1[CH:11]=[CH:10][CH:9]=[CH:8][C:7]=1[O:12][CH2:13][C:14]1[CH:19]=[CH:18][CH:17]=[CH:16][CH:15]=1 |f:3.4|. Procedure: A well-stirred solution of (25) (0.295 g., 1.0 mM), methyl iodide (0.25 mL, 4.0 mM) and anhydrous acetone (5.0 ml) is set in an oil-bath previously heated to 59° C., and kept for 2 minutes. Powdered anhydrous potassium hydroxide (0.225 g., 4.0 mM) is added all at once, and the bath temperature allowed to rise to 65° C. Clumping-up of some of the KOH is observed. After 15 additional minutes, the reaction mixture is removed from the bath, allowed to cool, and the volatiles removed. Methanol (7 mL)...